From a dataset of the Open Reaction Database (ORD), a public repository of structured organic reaction records. describe an organic reaction: reactants, conditions, products, and yield Starting materials: O1CCOCC1.Cl (hydrochloric acid dioxane), BrC1=CN=C(S1)CNC(=O)OC(C)(C)C (5-bromo-2-t-butoxycarbonylaminomethylthiazole). Solvent: C(C)O (ethanol). Yields the product Cl.NCC=1SC(=CN1)Br (2-aminomethyl-5-bromothiazole hydrochloride). As a reaction SMILES: O1CCOCC1.[ClH:7].[Br:8][C:9]1[S:13][C:12]([CH2:14][NH:15]C(OC(C)(C)C)=O)=[N:11][CH:10]=1>C(O)C>[ClH:7].[NH2:15][CH2:14][C:12]1[S:13][C:9]([Br:8])=[CH:10][N:11]=1 |f:0.1,4.5|. Procedure: 4 N hydrochloric acid dioxane solution (2.3 L) was added dropwise to a solution (1.6 L) of 542 g of 5-bromo-2-t-butoxycarbonylaminomethylthiazole in ethanol at an internal temperature of 40° C. over a period of 1.1 hr. The mixture was stirred until the internal temperature reached 23° C. The precipitated crystal was collected by filtration, was washed twice with ethanol, and was then dried under the reduced pressure to give 394 g of 2-aminomethyl-5-bromothiazole hydrochloride. The reactants are C1=CC=[NH+]C=C1.C1=CC=[NH+]C=C1.[O-][Cr](=O)(=O)O[Cr](=O)(=O)[O-] (PDC), C(C1=CC=CC=C1)O[C@H]1[C@@H](O[C@@H]([C@@H]([C@@H]1OCC1=CC=CC=C1)OCC1=CC=CC=C1)COCC1=CC=CC=C1)OCCCCCCCCCCO (10-(2,3,4,6-tetra-O-benzyl-β-D-galactopyranosyloxy)-n-decanol), [Cr](=O)(=O)([O-])O[Cr](=O)(=O)[O-].[NH+]1=CC=CC=C1.[NH+]1=CC=CC=C1 (pyridinium dichromate), C(Cl)Cl (methylene chloride), C(C1=CC=CC=C1)O[C@H]1[C@@H](O[C@@H]([C@@H]([C@@H]1OCC1=CC=CC=C1)OCC1=CC=CC=C1)COCC1=CC=CC=C1)OCCCCCCCCCCO (10-(2,3,4,6-tetra-O-benzyl-β-D-galactopyrano-syloxy)-n-decanol), S(O)(O)(=O)=O (sulfuric acid). Solvent: C(C)O (ethanol). Run at time 20 hour. The product is C(C1=CC=CC=C1)O[C@H]1[C@@H](O[C@@H]([C@@H]([C@@H]1OCC1=CC=CC=C1)OCC1=CC=CC=C1)COCC1=CC=CC=C1)OCCCCCCCCCC=O (10-(2,3,4,6-tetra-O-benzyl-β-D-galactopyranosyloxy)-n-decanal). Isolated yield 66.0%. As a reaction SMILES: C1C=C[NH+]=CC=1.C1C=C[NH+]=CC=1.[O-][Cr](O[Cr]([O-])(=O)=O)(=O)=O.[CH2:22]([O:29][C@@H:30]1[C@@H:35]([O:36][CH2:37][C:38]2[CH:43]=[CH:42][CH:41]=[CH:40][CH:39]=2)[C@@H:34]([O:44][CH2:45][C:46]2[CH:51]=[CH:50][CH:49]=[CH:48][CH:47]=2)[C@@H:33]([CH2:52][O:53][CH2:54][C:55]2[CH:60]=[CH:59][CH:58]=[CH:57][CH:56]=2)[O:32][C@H:31]1[O:61][CH2:62][CH2:63][CH2:64][CH2:65][CH2:66][CH2:67][CH2:68][CH2:69][CH2:70][CH2:71][OH:72])[C:23]1[CH:28]=[CH:27][CH:26]=[CH:25][CH:24]=1.C(Cl)Cl.S(=O)(=O)(O)O>C(O)C>[CH2:22]([O:29][C@@H:30]1[C@@H:35]([O:36][CH2:37][C:38]2[CH:43]=[CH:42][CH:41]=[CH:40][CH:39]=2)[C@@H:34]([O:44][CH2:45][C:46]2[CH:47]=[CH:48][CH:49]=[CH:50][CH:51]=2)[C@@H:33]([CH2:52][O:53][CH2:54][C:55]2[CH:60]=[CH:59][CH:58]=[CH:57][CH:56]=2)[O:32][C@H:31]1[O:61][CH2:62][CH2:63][CH2:64][CH2:65][CH2:66][CH2:67][CH2:68][CH2:69][CH2:70][CH:71]=[O:72])[C:23]1[CH:28]=[CH:27][CH:26]=[CH:25][CH:24]=1 |f:0.1.2|. Reported procedure: (i) PDC oxidation of 10-(2,3,4,6-tetra-O-benzyl-β-D-galactopyranosyloxy)-n-decanol. Under an atmosphere of nitrogen, pyridinium dichromate (460 mg, 1.222 mmol) was added to a dry methylene chloride solution (10 mL) of 10-(2,3,4,6-tetra-O-benzyl-β-D-galactopyrano-syloxy)-n-decanol (570 mg, 0.818 mmol). The resulting brown slurry was stirred at room temperature under nitrogen. TLC analysis (visualization by UV and char with 10% sulfuric acid in ethanol) of the reaction mixture indicated complete c... Starting materials: BrC1=C(C=C(C(=O)O)C=C1)C (4-bromo-3-methyl benzoic acid), C(C)(C)N(C(C)C)CC (N,N-diisopropylethylamine), C(C(=O)Cl)(=O)Cl (oxalyl chloride), C=1C=CN2C1CNC1=C(C2)C=CC=C1 (10,11-dihydro-5H-pyrrolo [2,1-c][1,4]benzodiazepine). The reagents and catalysts are CN(C=O)C (N,N-dimethylformamide). The solvent is ClCCl (dichloromethane), ClCCl (dichloromethane). Run at time 18 hour. The product is C=1C=CN2C1CN(C1=C(C2)C=CC=C1)C(=O)C1=CC(=C(C=C1)Br)C ((10,11-Dihydro-5H-pyrrolo [2,1-c][1,4]benzodiazepin-10-yl)-(4-bromo-3-methyl-phenyl)-methanone). Yield: 96.1%. As a reaction SMILES: [Br:1][C:2]1[CH:10]=[CH:9][C:5]([C:6]([OH:8])=O)=[CH:4][C:3]=1[CH3:11].C(Cl)(=O)C(Cl)=O.[CH:18]1[CH:19]=[CH:20][N:21]2[CH2:27][C:26]3[CH:28]=[CH:29][CH:30]=[CH:31][C:25]=3[NH:24][CH2:23][C:22]=12.C(N(CC)C(C)C)(C)C>ClCCl.CN(C)C=O>[CH:18]1[CH:19]=[CH:20][N:21]2[CH2:27][C:26]3[CH:28]=[CH:29][CH:30]=[CH:31][C:25]=3[N:24]([C:6]([C:5]3[CH:9]=[CH:10][C:2]([Br:1])=[C:3]([CH3:11])[CH:4]=3)=[O:8])[CH2:23][C:22]=12. Reported procedure: To a stirred mixture of 4-bromo-3-methyl benzoic acid (21.5 g, 100 mmol) and N,N-dimethylformamide (0.251 mL, 3.00 mmol) in anhydrous dichloromethane (200 mL) was added dropwise oxalyl chloride (9.16 mL, 105 mmol). The mixture was heated to reflux for 1.5 hours, then cooled to room temperature and the solvent evaporated. Fresh anhydrous dichloromethane (200 mL) was added and the resulting solution concentrated and the residue was dried in vacuo. The crude acid chloride thus obtained and 10,11-di...